Dataset: the Open Reaction Database (ORD), a public repository of structured organic reaction records. Task: describe an organic reaction: reactants, conditions, products, and yield Starting materials: BrC=1C=C2C(=CC1)OC=1C=NC(=CC1[C@@]21N=C(SC1)N)Cl ((S)-7-bromo-3-chloro-5′H-spiro[chromeno[2,3-c]pyridine-5,4′-thiazol]-2′-amine), FC1=NC=CC=C1B(O)O (2-fluoropyridin-3-ylboronic acid), O1CC(=CCC1)B1OC(C(O1)(C)C)(C)C (2-(5,6-dihydro-2H-pyran-3-yl)-4,4,5,5-tetramethyl-1,3,2-dioxaborolane). Yields the product O1CC(=CCC1)C1=CC2=C(C=N1)OC1=CC=C(C=C1[C@]21N=C(SC1)N)C=1C(=NC=CC1)F ((S)-3-(5,6-dihydro-2H-pyran-3-yl)-7-(2-fluoropyridin-3-yl)-5′H-spiro[chromeno[2,3-c]pyridine-5,4′-thiazol]-2′-amine). As a reaction SMILES: Br[C:2]1[CH:3]=[C:4]2[C@@:15]3([CH2:19][S:18][C:17]([NH2:20])=[N:16]3)[C:14]3[CH:13]=[C:12](Cl)[N:11]=[CH:10][C:9]=3[O:8][C:5]2=[CH:6][CH:7]=1.[F:22][C:23]1[C:28](B(O)O)=[CH:27][CH:26]=[CH:25][N:24]=1.[O:32]1[CH2:37][CH2:36][CH:35]=[C:34](B2OC(C)(C)C(C)(C)O2)[CH2:33]1>>[O:32]1[CH2:37][CH2:36][CH:35]=[C:34]([C:12]2[N:11]=[CH:10][C:9]3[O:8][C:5]4[C:4]([C@@:15]5([CH2:19][S:18][C:17]([NH2:20])=[N:16]5)[C:14]=3[CH:13]=2)=[CH:3][C:2]([C:28]2[C:23]([F:22])=[N:24][CH:25]=[CH:26][CH:27]=2)=[CH:7][CH:6]=4)[CH2:33]1. Reported procedure: The titled compound was synthesized by steps analogous to those described in method BB12 above, but using (S)-7-bromo-3-chloro-5′H-spiro[chromeno[2,3-c]pyridine-5,4′-thiazol]-2′-amine (prepared as described in Method BB26 but using 7-bromo-3-chloro-5H-chromeno[2,3-c]pyridin-5-one), 2-fluoropyridin-3-ylboronic acid and 2-(5,6-dihydro-2H-pyran-3-yl)-4,4,5,5-tetramethyl-1,3,2-dioxaborolane.